This data is from the Open Reaction Database (ORD), a public repository of structured organic reaction records. The task is: describe an organic reaction: reactants, conditions, products, and yield Starting materials: ClCCN1C=NC=2N(C(N(C(C12)=O)C)=O)C (7-(2-chloroethyl)-3,7-dihydro-1,3-dimethyl-1H-purine-2,6-dione), N1CCC(CC1)C1=CNC2=CC=C(C=C12)O (3-(4-piperidinyl)-1H-indol-5-ol), C([O-])([O-])=O.[Na+].[Na+] (sodium carbonate), [I-].[K+] (potassium iodide). The solvent is CC(CC(C)=O)C (4-methyl-2-pentanone). Product: OC=1C=C2C(=CNC2=CC1)C1CCN(CC1)CCN1C=NC=2N(C(N(C(C12)=O)C)=O)C (3,7-dihydro-7-[2-[4-(5-hydroxy-1H-indol-3-yl)-1-piperidinyl]ethyl]-1,3-dimethyl-1H-purine-2,6-dione). Isolated yield 43.0%. As a reaction SMILES: Cl[CH2:2][CH2:3][N:4]1[C:12]2[C:11](=[O:13])[N:10]([CH3:14])[C:9](=[O:15])[N:8]([CH3:16])[C:7]=2[N:6]=[CH:5]1.[NH:17]1[CH2:22][CH2:21][CH:20]([C:23]2[C:31]3[C:26](=[CH:27][CH:28]=[C:29]([OH:32])[CH:30]=3)[NH:25][CH:24]=2)[CH2:19][CH2:18]1.C(=O)([O-])[O-].[Na+].[Na+].[I-].[K+]>CC(C)CC(=O)C>[OH:32][C:29]1[CH:30]=[C:31]2[C:26](=[CH:27][CH:28]=1)[NH:25][CH:24]=[C:23]2[CH:20]1[CH2:21][CH2:22][N:17]([CH2:2][CH2:3][N:4]2[C:12]3[C:11](=[O:13])[N:10]([CH3:14])[C:9](=[O:15])[N:8]([CH3:16])[C:7]=3[N:6]=[CH:5]2)[CH2:18][CH2:19]1 |f:2.3.4,5.6|. Procedure details: A mixture of 3.65 parts of 7-(2-chloroethyl)-3,7-dihydro-1,3-dimethyl-1H-purine-2,6-dione, 3 parts of 3-(4-piperidinyl)-1H-indol-5-ol, 4.25 parts of sodium carbonate, 0.1 parts and potassium iodide and 200 parts of 4-methyl-2-pentanone was stirred and refluxed overnight. The whole was filtered while hot and the filtrate was evaporated. The residue was suspended in 45 parts of trichloromethane and 2.4 parts of methanol. The product was filtered off, washed with 16 parts of methanol and dried, yie... Run at time 5 hour. Yields the product C(C)(C)(C)OC(=O)N[C@H](C(C=C)O)CC(C)C ((3RS,4S)-4-t-Butyloxycarbonylamino-3-hydroxy-6-methylhept-1-ene). As a reaction SMILES: [C:1]([NH:8][C@H:9]([CH:14]=[O:15])[CH2:10][CH:11]([CH3:13])[CH3:12])([O:3][C:4]([CH3:7])([CH3:6])[CH3:5])=[O:2].[CH:16]([Mg]Br)=[CH2:17]>O1CCCC1>[C:4]([O:3][C:1]([NH:8][C@@H:9]([CH2:10][CH:11]([CH3:12])[CH3:13])[CH:14]([OH:15])[CH:16]=[CH2:17])=[O:2])([CH3:6])([CH3:5])[CH3:7]. Yield: 65.0%. Reported procedure: To a stirred 0° C. solution of Boc-leucinal (3.00 g, 13.9 mmol) in dry tetrahydrofuran (THF) (70 ml) was added vinyl magnesium bromide (35 ml of a 1.0M solution in THF). After 5 hours, the mixture was quenched with 1.0M NH4Cl (50 ml). Most of the THF was evaporated in vacuo and the residue was extracted with ether several times. The combined extracts were washed (brine), dried (Na2SO4), filtered, and evaporated to give the desired product as a 3:2 mixture of hydroxy diastereomers in 65% yield. The reactants are C(=O)(OC(C)(C)C)N[C@@H](CC(C)C)C=O (Boc-leucinal), C(=C)[Mg]Br (vinyl magnesium bromide), solution. Solvent: O1CCCC1 (tetrahydrofuran), O1CCCC1 (THF). Reactants: COc1ccc2ncc(F)c(Br)c2n1, C[O-], CO, [Na+], O. Yields the product COc1ccc2ncc(OC)c(Br)c2n1. Reaction SMILES: [Br:1][c:2]1[c:3]([F:14])[cH:4][n:5][c:6]2[cH:7][cH:8][c:9]([O:12][CH3:13])[n:10][c:11]12.[CH3:15][O-:16].[CH3:18][OH:19].[Na+:17].[OH2:20]>>[Br:1][c:2]1[c:3]([O:16][CH3:15])[cH:4][n:5][c:6]2[cH:7][cH:8][c:9]([O:12][CH3:13])[n:10][c:11]12. The reactants are CC1(C(NOC1)=O)C (4,4-dimethyl-3-isoxazolidinone), COC(NC1=CC(=C(C=C1)CBr)Cl)=O (methyl(4-bromomethyl-3-chlorophenyl)carbamate), C([O-])([O-])=O.[K+].[K+] (potassium carbonate). The product is ClC1=C(C=CC(=C1)NC(=O)OC)CN1OCC(C1=O)(C)C (2-[2-chloro-4-(methyloxycarbonylamino)phenyl]methyl-4,4-dimethyl-3-isoxazolidinone). Procedure: To a stirred suspension of 2.4 grams (0.017 mole) of potassium carbonate and 0.1 gram (0.02 eq.) of 1,4,7,10,13,16-hexaoxacyclooctadecane in 60 ml of acetonitrile, at ambient temperature, was added dropwise a mixture of 2.0 grams (0.017 mole) of 4,4-dimethyl-3-isoxazolidinone and 4.8 grams (0.017 mole) of methyl(4-bromomethyl-3-chlorophenyl)carbamate in 30 ml of acetonitrile. The complete addition required 30 minutes, after which the reaction mixture stirred for 16 hours. The reaction mixture wa... Isolated yield 45.1%. As a reaction SMILES: C(=O)([O-])[O-].[K+].[K+].[CH3:7][C:8]1([CH3:14])[CH2:12][O:11][NH:10][C:9]1=[O:13].[CH3:15][O:16][C:17](=[O:28])[NH:18][C:19]1[CH:24]=[CH:23][C:22]([CH2:25]Br)=[C:21]([Cl:27])[CH:20]=1>C(#N)C.O1CCOCCOCCOCCOCCOCC1>[Cl:27][C:21]1[CH:20]=[C:19]([NH:18][C:17]([O:16][CH3:15])=[O:28])[CH:24]=[CH:23][C:22]=1[CH2:25][N:10]1[C:9](=[O:13])[C:8]([CH3:14])([CH3:7])[CH2:12][O:11]1 |f:0.1.2|. Conditions: time 16 hour. Reagents/catalysts: O1CCOCCOCCOCCOCCOCC1 (1,4,7,10,13,16-hexaoxacyclooctadecane). Solvent: C(C)#N (acetonitrile), C(C)#N (acetonitrile). Reactants: NCCCN1C(C(=C(C2=NC=C(C=C12)CC1=CC=C(C=C1)F)O)C(=O)NCCOCC)=O (1-(3-aminopropyl)-N-[2-(ethyloxy)ethyl]-7-[(4-fluorophenyl)methyl]-4-hydroxy-2-oxo-1,2-dihydro-1,5-naphthyridine-3-carboxamide), ClC(=O)OC (methyl chloroformate), C(C)(C)N(CC)C(C)C (diisopropylethyl amine). Run in CN(C)C=O (DMF). Conditions: time 8 hour. Yields the product C(C)OCCNC(=O)C=1C(N(C2=CC(=CN=C2C1O)CC1=CC=C(C=C1)F)CCCNC(OC)=O)=O (Methyl {3-[3-({[2-(ethyloxy)ethyl]amino}carbonyl)-7-[(4-fluorophenyl)methyl]-4-hydroxy-2-oxo-1,5-naphthyridin-1(2H)-yl]propyl}carbamate). As a reaction SMILES: [NH2:1][CH2:2][CH2:3][CH2:4][N:5]1[C:14]2[C:9](=[N:10][CH:11]=[C:12]([CH2:15][C:16]3[CH:21]=[CH:20][C:19]([F:22])=[CH:18][CH:17]=3)[CH:13]=2)[C:8]([OH:23])=[C:7]([C:24]([NH:26][CH2:27][CH2:28][O:29][CH2:30][CH3:31])=[O:25])[C:6]1=[O:32].Cl[C:34]([O:36][CH3:37])=[O:35].C(N(C(C)C)CC)(C)C>CN(C=O)C>[CH2:30]([O:29][CH2:28][CH2:27][NH:26][C:24]([C:7]1[C:6](=[O:32])[N:5]([CH2:4][CH2:3][CH2:2][NH:1][C:34](=[O:35])[O:36][CH3:37])[C:14]2[C:9]([C:8]=1[OH:23])=[N:10][CH:11]=[C:12]([CH2:15][C:16]1[CH:17]=[CH:18][C:19]([F:22])=[CH:20][CH:21]=1)[CH:13]=2)=[O:25])[CH3:31]. Reported procedure: A mixture of 1-(3-aminopropyl)-N-[2-(ethyloxy)ethyl]-7-[(4-fluorophenyl)methyl]-4-hydroxy-2-oxo-1,2-dihydro-1,5-naphthyridine-3-carboxamide (15 mg, 0.034 mmol), methyl chloroformate (2.6 μL, 034 mmol) and diisopropylethyl amine (30 μL, 0.17 mmol) in anhydrous DMF (1.5 mL) was stirred under nitrogen at ambient temperature overnight. The crude reaction mixture was evaporated in vacuo and purified by reverse phase chromatography eluting with 10-90% aqueous CH3CN containing 0.1% formic acid to provi...